Dataset: the Open Reaction Database (ORD), a public repository of structured organic reaction records. Task: describe an organic reaction: reactants, conditions, products, and yield Reactants: [OH-].[Na+] (sodium hydroxide), ClCC(=O)Cl (chloroacetyl chloride), CC1(NC(CC(C1)NCC)(C)C)C (N-(2,2,6,6-tetramethyl-piperidin-4-yl)-ethylamine). Solvent: O (water), C(Cl)Cl (methylene chloride), C(Cl)Cl (methylene chloride). Run at temperature -20 celsius, time 1 hour. The product is ClCC(=O)N(C1CC(NC(C1)(C)C)(C)C)CC (N-(2-Chloroacetyl)-N-(2,2,6,6-tetramethyl-piperidin-4-yl)-ethylamine). RXN SMILES: [Cl:1][CH2:2][C:3](Cl)=[O:4].[CH3:6][C:7]1([CH3:18])[CH2:12][CH:11]([NH:13][CH2:14][CH3:15])[CH2:10][C:9]([CH3:17])([CH3:16])[NH:8]1.[OH-].[Na+]>C(Cl)Cl.O>[Cl:1][CH2:2][C:3]([N:13]([CH2:14][CH3:15])[CH:11]1[CH2:12][C:7]([CH3:6])([CH3:18])[NH:8][C:9]([CH3:17])([CH3:16])[CH2:10]1)=[O:4] |f:2.3|. Procedure details: A solution of 23.16 g (0.205 mol) of chloroacetyl chloride in 30 ml of methylene chloride is slowly added to a solution of 36.85 g (0.2 mol) of N-(2,2,6,6-tetramethyl-piperidin-4-yl)-ethylamine in 160 ml of methylene chloride cooled to -20° C., taking care that the temperature does not rise above -10° C. The mixture is stirred for one hour and then left to stand, allowing the temperature to rise to 0° C.; a solution of 8.4 g (0.21 mol) of sodium hydroxide in 35 ml of water is then added in the c...